Dataset: the Open Reaction Database (ORD), a public repository of structured organic reaction records. Task: describe an organic reaction: reactants, conditions, products, and yield Reactants: C(C)(C)(C)OC(=O)N1CSCC1C(=O)O (N-(t-butoxy-carbonyl)-1,3-thiazolidine-4-carboxylic acid), C(C)(C)(C)N (tert-butylamine), C=1C=CC2=C(C1)N=NN2O (HOBt), CCN=C=NCCCN(C)C.Cl (EDC hydrochloride), resultant mixture. Solvent: CN(C)C=O (DMF). Yields the product N1([C@H](C(=O)NC(C)(C)C)CSC1)C(=O)OC(C)(C)C (Boc-Thz-NH-tBu). Reaction SMILES: [C:1]([O:5][C:6]([N:8]1[CH:12]([C:13]([OH:15])=O)[CH2:11][S:10][CH2:9]1)=[O:7])([CH3:4])([CH3:3])[CH3:2].[C:16]([NH2:20])([CH3:19])([CH3:18])[CH3:17].C1C=CC2N(O)N=NC=2C=1.CCN=C=NCCCN(C)C.Cl>CN(C=O)C>[N:8]1([C:6]([O:5][C:1]([CH3:2])([CH3:3])[CH3:4])=[O:7])[CH2:9][S:10][CH2:11][C@H:12]1[C:13]([NH:20][C:16]([CH3:19])([CH3:18])[CH3:17])=[O:15] |f:3.4|. Procedure details: In a DMF solution containing 0.10 g of N-(t-butoxy-carbonyl)-1,3-thiazolidine-4-carboxylic acid, 45 μl of tert-butylamine, 66 mg of HOBt and 98 mg of EDC hydrochloride were added under ice cooling and the resultant mixture was stirred for 14 hr. The reaction mixture was treated similarly to that in Example 34 (Process 3) to give 90 mg of the title compound. The reactants are ClCC(=O)N (α-chloroacetamide), C1(CCCC1)N (cyclopentylamine). Run in CC(C)CC(=O)C (MIBK). Product: C1(CCCC1)NCC(=O)N (α-(cyclopentylamino)acetamide). Reaction SMILES: Cl[CH2:2][C:3]([NH2:5])=[O:4].[CH:6]1([NH2:11])[CH2:10][CH2:9][CH2:8][CH2:7]1>CC(CC(C)=O)C>[CH:6]1([NH:11][CH2:2][C:3]([NH2:5])=[O:4])[CH2:10][CH2:9][CH2:8][CH2:7]1. Procedure details: To a solution of spiro[isobenzofuran-1(3H),4'-piperidine](14 g) in dichloromethane (160 ml) triethylamine (11 ml) was added. After cooling to 10° C. a solution of chloroacetylchloride (8 ml) in dichloromethane (10 ml) was added dropwise during 20 minutes. The reaction mixture was finally allowed to reach room temperature. the mixture was subsequently filtered through silica gel (eluted with ethyl acetate/n-heptane 60:40) affording 12 g of the α-chloroacetamide derivative. A mixture of the thus o... Starting materials: COC(=O)c1c(C(=O)NCc2ccc(F)c(F)c2)c2ccc(OC)cc2n1Cc1ccccn1, CC(C)C[AlH]CC(C)C, ClCCl. The product is COc1ccc2c(C(=O)NCc3ccc(F)c(F)c3)c(C=O)n(Cc3ccccn3)c2c1. Reaction SMILES: [CH3:1][O:2][C:3](=[O:4])[c:5]1[n:6]([CH2:28][c:29]2[n:30][cH:31][cH:32][cH:33][cH:34]2)[c:7]2[cH:8][c:9]([O:26][CH3:27])[cH:10][cH:11][c:12]2[c:13]1[C:14]([NH:15][CH2:16][c:17]1[cH:18][c:19]([F:24])[c:20]([F:23])[cH:21][cH:22]1)=[O:25].[CH3:35][CH:36]([CH2:37][AlH:38][CH2:39][CH:40]([CH3:41])[CH3:42])[CH3:43].[Cl:44][CH2:45][Cl:46]>>[O:2]=[CH:3][c:5]1[n:6]([CH2:28][c:29]2[n:30][cH:31][cH:32][cH:33][cH:34]2)[c:7]2[cH:8][c:9]([O:26][CH3:27])[cH:10][cH:11][c:12]2[c:13]1[C:14]([NH:15][CH2:16][c:17]1[cH:18][c:19]([F:24])[c:20]([F:23])[cH:21][cH:22]1)=[O:25]. Starting materials: O=C([O-])O, CO, CC(C)=O, [Cl-], Cl, [NH4+], [Na+], [Na+], [OH-], OO, CCCCCC(O)C=CC1C=CC(=O)C1=Cc1cccc(OC(C)C(=O)OC)c1. The product is CCCCCC(O)C=CC1C=C(Cl)C(=O)C1=Cc1cccc(OC(C)C(=O)OC)c1. RXN SMILES: [C:37](=[O:38])([O-:39])[OH:40].[CH3:42][OH:43].[CH3:44][C:45](=[O:46])[CH3:47].[Cl-:34].[ClH:36].[NH4+:35].[Na+:33].[Na+:41].[OH-:32].[OH:1][OH:2].[OH:3][CH:4]([CH:5]=[CH:6][CH:7]1[CH:8]=[CH:9][C:10](=[O:26])[C:11]1=[CH:12][c:13]1[cH:14][c:15]([O:19][CH:20]([CH3:21])[C:22](=[O:23])[O:24][CH3:25])[cH:16][cH:17][cH:18]1)[CH2:27][CH2:28][CH2:29][CH2:30][CH3:31]>>[OH:3][CH:4]([CH:5]=[CH:6][CH:7]1[CH:8]=[C:9]([Cl:34])[C:10](=[O:26])[C:11]1=[CH:12][c:13]1[cH:14][c:15]([O:19][CH:20]([CH3:21])[C:22](=[O:23])[O:24][CH3:25])[cH:16][cH:17][cH:18]1)[CH2:27][CH2:28][CH2:29][CH2:30][CH3:31]. Reactants: CC=1N(C=CN1)C1=CC=C(C=C1)NC(=N)N (1-(4-(2-methyl-1H-imidazol-1-yl)phenyl)guanidine), C1(=CC=CC=C1)CC(=O)C1COCCC1=O (3-(2-phenylacetyl)dihydro-2H-pyran-4(3H)-one), pyrimidines. Product: C(C1=CC=CC=C1)C=1C2=C(N=C(N1)NC1=CC=C(C=C1)N1C(=NC=C1)C)CCOC2 (4-Benzyl-N-(4-(2-methyl-1H-imidazol-1-yl)phenyl)-7,8-dihydro-5H-pyrano[4,3-d]pyrimidin-2-amine). Yield: 11.5%. Reaction SMILES: [CH3:1][C:2]1[N:3]([C:7]2[CH:12]=[CH:11][C:10]([NH:13][C:14]([NH2:16])=[NH:15])=[CH:9][CH:8]=2)[CH:4]=[CH:5][N:6]=1.[C:17]1([CH2:23][C:24]([CH:26]2[C:31](=O)[CH2:30][CH2:29][O:28][CH2:27]2)=O)[CH:22]=[CH:21][CH:20]=[CH:19][CH:18]=1>>[CH2:23]([C:24]1[C:26]2[CH2:27][O:28][CH2:29][CH2:30][C:31]=2[N:15]=[C:14]([NH:13][C:10]2[CH:9]=[CH:8][C:7]([N:3]3[CH:4]=[CH:5][N:6]=[C:2]3[CH3:1])=[CH:12][CH:11]=2)[N:16]=1)[C:17]1[CH:22]=[CH:21][CH:20]=[CH:19][CH:18]=1. Procedure details: 4-Benzyl-N-(4-(2-methyl-1H-imidazol-1-yl)phenyl)-7,8-dihydro-5H-pyrano[4,3-d]pyrimidin-2-amine (42.0 mg, 11.5%) was obtained from 1-(4-(2-methyl-1H-imidazol-1-yl)phenyl)guanidine and 3-(2-phenylacetyl)dihydro-2H-pyran-4(3H)-one by general procedure for the preparation of pyrimidines. The crude product was purified by preparative HPLC twice. Purification using ammoniumacetate buffer was followed by purification using a 0.1% TFA. MS (ES+) m/z 398.1 (M+H)+ Reactants: Cl.COC([C@@H](N)CC1=CC=C(C=C1)OCC1=C(C=CC=C1Cl)Cl)=O (O-(2,6-dichlorobenzyl)-L-tyrosine methyl ester hydrochloride), ClC1=C(C(=O)O)C=CC=N1 (2-chloronicotinic acid), C(CCl)Cl (EDC), C=1C=CC2=C(C1)N=NN2O (HOBT), CN1CCOCC1 (NMM). The solvent is C(Cl)Cl (DCM). The product is COC([C@@H](NC(C1=C(N=CC=C1)Cl)=O)CC1=CC=C(C=C1)OCC1=C(C=CC=C1Cl)Cl)=O (2-Chloronicotinoyl-O-(2,6-dichlorobenzyl)-L-tyrosine-methyl ester), solid. Yield: 81.0%. RXN SMILES: Cl.[CH3:2][O:3][C:4](=[O:24])[C@H:5]([CH2:7][C:8]1[CH:13]=[CH:12][C:11]([O:14][CH2:15][C:16]2[C:21]([Cl:22])=[CH:20][CH:19]=[CH:18][C:17]=2[Cl:23])=[CH:10][CH:9]=1)[NH2:6].[Cl:25][C:26]1[N:34]=[CH:33][CH:32]=[CH:31][C:27]=1[C:28](O)=[O:29].C(Cl)CCl.C1C=CC2N(O)N=NC=2C=1.CN1CCOCC1>C(Cl)Cl>[CH3:2][O:3][C:4](=[O:24])[C@H:5]([CH2:7][C:8]1[CH:9]=[CH:10][C:11]([O:14][CH2:15][C:16]2[C:21]([Cl:22])=[CH:20][CH:19]=[CH:18][C:17]=2[Cl:23])=[CH:12][CH:13]=1)[NH:6][C:28](=[O:29])[C:27]1[CH:31]=[CH:32][CH:33]=[N:34][C:26]=1[Cl:25] |f:0.1|. Procedure: A solution of O-(2,6-dichlorobenzyl)-L-tyrosine methyl ester hydrochloride, (1.11 g, 2.84 mmol), 2-chloronicotinic acid (0.45 g, 2.84 mmol), EDC (0.60 g, 3.13 mmol), HOBT (0.46 g, 3.41 mmol) and NMM (0.467 ml, 0.43 g, 4.26 mmol) in DCM (25 ml) was stirred at room temperature for 24 h. The reaction mixture was partitioned between DCM (50 ml) and 10% NaHCO3 solution (30 ml). The organic layer was separated, dried over MgSO4 and the solvent removed under vacuum to give a pale yellow solid that was ...